From a dataset of the Open Reaction Database (ORD), a public repository of structured organic reaction records. describe an organic reaction: reactants, conditions, products, and yield The reactants are CC(CC(CN1C(C2=CC=CC=C2C1=O)=O)=O)C (2-(4-methyl-2-oxo-pentyl)-isoindole-1,3-dione), Cl (HCl). Run in O (water), C(C)(=O)O (acetic acid). Yields the product Cl.NCC(CC(C)C)=O (1-Amino-4-methyl-2-pentanone Hydrochloride). The yield is 81.0%. RXN SMILES: [CH3:1][CH:2]([CH3:18])[CH2:3][C:4](=[O:17])[CH2:5][N:6]1C(=O)C2C(=CC=CC=2)C1=O.[ClH:19]>C(O)(=O)C.O>[ClH:19].[NH2:6][CH2:5][C:4](=[O:17])[CH2:3][CH:2]([CH3:18])[CH3:1] |f:4.5|. Reported procedure: Slurry 2-(4-methyl-2-oxo-pentyl)-isoindole-1,3-dione (2.8 g, 11.4 mmol) in concentrated HCl (18 mL), glacial acetic acid (16 mL) and water (13 mL). Stir the mixture at reflux for 16 h. Cool to room temperature and pour the solution onto ice (25 mL). Filter off the solids, wash the filtrate with cold water (20 mL) and concentrate in vacuo to a solid. Recrystallize the solid in ethanol (15 mL) and diethyl ether (50 mL). Decant off the solvent and dry the white paste under reduced pressure to obtai... Reactants: diols, CC1(C23C(C(C(C1)O)O)C(C(CC2)C3)(C)C)C (2,2,7,7-Tetramethyltricyclo[6.2.1.01.6]undecane-4,5-diol), COC(C)(C)OC (2,2-dimethoxypropane), C1(=CC=C(C=C1)S(=O)(=O)O)C (p-toluenesulfonic acid), C([O-])(O)=O.[Na+] (sodium bicarbonate), diols, 2,2,6,6,10,10-hexamethyl, CCCCCCCCCCCCCC (tetradecane). Run in C1CCOC1 (THF). Reaction conditions: time 2 hour. The product is CC1(C23C(C4OC(OC4C1)(C)C)C(C(CC2)C3)(C)C)C (2,2,6,6,10,10-Hexamethyl-5,7-dioxatetracyclo[9.2.1.01.9,04.8]tetradecane). Yield: 24.0%. RXN SMILES: [CH3:1][C:2]1([CH3:17])[CH2:7][CH:6]([OH:8])[CH:5]([OH:9])[CH:4]2[C:10]([CH3:16])([CH3:15])[CH:11]3[CH2:14][C:3]12[CH2:13][CH2:12]3.CO[C:20](OC)([CH3:22])[CH3:21].C1(C)C=CC(S(O)(=O)=O)=CC=1.C(=O)(O)[O-].[Na+].CCCCCCCCCCCCCC>C1COCC1>[CH3:1][C:2]1([CH3:17])[CH2:7][CH:6]2[CH:5]([O:9][C:20]([CH3:22])([CH3:21])[O:8]2)[CH:4]2[C:10]([CH3:16])([CH3:15])[CH:11]3[CH2:14][C:3]12[CH2:13][CH2:12]3 |f:3.4|. Reported procedure: A solution of diols from Example 1d (3.0 g, ˜6.5 mmol of the main diastereomeric pair of enantiomers of 5a), 2,2-dimethoxypropane (4.0 g, 0.38 mol) lithium bromide (0.1 g) and p-toluenesulfonic acid (0.1 g) in THF (40 ml) was stirred at r. t. for 2 h, then poured onto saturated aqueous sodium bicarbonate solution (100 ml) and extracted with MTBE (2×100 ml). The combined organic phases were washed with water (2×100 ml), dried (Na2SO4), concentrated in vacuo and the residue (3.0 g) purified by fla... Reactants: COCCN(CCOC)S(F)(F)F, ClCCl, [Na+], O=C([O-])O, CC(=NOCCCCO)c1ccc2nnc(Cc3c(F)cc4ncccc4c3F)n2n1. Yields the product CC(=NOCCCCF)c1ccc2nnc(Cc3c(F)cc4ncccc4c3F)n2n1. As a reaction SMILES: [CH3:32][O:33][CH2:34][CH2:35][N:36]([S:37]([F:38])([F:39])[F:42])[CH2:40][CH2:41][O:43][CH3:44].[Cl:50][CH2:51][Cl:52].[Na+:49].[O-:45][C:46]([OH:47])=[O:48].[OH:1][CH2:2][CH2:3][CH2:4][CH2:5][O:6][N:7]=[C:8]([CH3:9])[c:10]1[cH:11][cH:12][c:13]2[n:14]([n:15]1)[c:16]([CH2:19][c:20]1[c:21]([F:31])[c:22]3[cH:23][cH:24][cH:25][n:26][c:27]3[cH:28][c:29]1[F:30])[n:17][n:18]2>>[CH2:2]([CH2:3][CH2:4][CH2:5][O:6][N:7]=[C:8]([CH3:9])[c:10]1[cH:11][cH:12][c:13]2[n:14]([n:15]1)[c:16]([CH2:19][c:20]1[c:21]([F:31])[c:22]3[cH:23][cH:24][cH:25][n:26][c:27]3[cH:28][c:29]1[F:30])[n:17][n:18]2)[F:42].